Dataset: the Open Reaction Database (ORD), a public repository of structured organic reaction records. Task: describe an organic reaction: reactants, conditions, products, and yield Starting materials: C[C@@]12CC[C@@H](C1(C)C)CC2=O (DL-camphor), O (water), C[O-].[Na+] (sodium methoxide), molten, COC1=C(C=O)C=C(C=C1)OC (2,5-dimethoxybenzaldehyde). Run in C1CCCCC1 (cyclohexane), C1CCCCC1 (cyclohexane). Conditions: temperature 50 celsius. Product: COC1=C(C=C2C(C3(CCC2C3(C)C)C)=O)C=C(C=C1)OC (3-(2',5' -dimethoxybenzylidene)camphor). RXN SMILES: C[O-].[Na+].[CH3:4][C@:5]12[C:13](=[O:14])[CH2:12][C@H:8]([C:9]1([CH3:11])[CH3:10])[CH2:7][CH2:6]2.[CH3:15][O:16][C:17]1[CH:24]=[CH:23][C:22]([O:25][CH3:26])=[CH:21][C:18]=1[CH:19]=O.O>C1CCCCC1>[CH3:15][O:16][C:17]1[CH:24]=[CH:23][C:22]([O:25][CH3:26])=[CH:21][C:18]=1[CH:19]=[C:12]1[CH:8]2[C:9]([CH3:10])([CH3:11])[C:5]([CH3:4])([CH2:6][CH2:7]2)[C:13]1=[O:14] |f:0.1|. Procedure details: A suspension of 9.2 g (0.17 mol) of sodium methoxide in 200 ml of cyclohexane is initially introduced into an apparatus rendered inert with nitrogen and the mixture is treated with a solution of 18.2 g (0.12 mol) of DL-camphor in 100 ml of cyclohexane. The mixture is heated to 50° C. with stirring and 25 g (0.15 mol) of molten 2,5-dimethoxybenzaldehyde are then added. The reaction mixture is heated under reflux for 3 hours. After cooling, it is treated with 300 ml of water. The organic phase is ... Reactants: S(O)(O)(=O)=O (sulfuric acid), CN1CCN(CC1)C1CC(C2=C(CC1)C=CC=C2)O (7-(4-methylpiperazin-1-yl)-5ξ-hydroxy-6,7,8,9-tetrahydro [5H] benzocycloheptene). The solvent is O1CCOCC1 (dioxane). Run at temperature 20 celsius. Product: CN1CCN(CC1)C1CCC2=C(C=C1)C=CC=C2 (7-(4-methylpiperazin-1-yl)-6,7-dihydro [5H] benzocycloheptene). The yield is 74.0%. RXN SMILES: S(=O)(=O)(O)O.[CH3:6][N:7]1[CH2:12][CH2:11][N:10]([CH:13]2[CH2:19][CH2:18][C:17]3[CH:20]=[CH:21][CH:22]=[CH:23][C:16]=3[CH:15](O)[CH2:14]2)[CH2:9][CH2:8]1>O1CCOCC1>[CH3:6][N:7]1[CH2:8][CH2:9][N:10]([CH:13]2[CH:14]=[CH:15][C:16]3[CH:23]=[CH:22][CH:21]=[CH:20][C:17]=3[CH2:18][CH2:19]2)[CH2:11][CH2:12]1. Procedure: 18 ml of 18 N sulfuric acid were added to a refluxing solution of 9 g of the product of Step B in 180 ml of dioxane and the mixture was refluxed for 30 minutes and then was concentrated and cooled to 20° C. 100 ml of ice-water were added thereto and the mixture was extracted with ethyl acetate. The aqueous phase was made alkaline with concentrated ammonium hydroxide and was extracted with methylene chloride. The organic phase was dried and evaporated to dryness to obtain 6.2 g of 7-(4-methylpipe...